Dataset: the Open Reaction Database (ORD), a public repository of structured organic reaction records. Task: describe an organic reaction: reactants, conditions, products, and yield Reactants: C(C1=CC=CC=C1)N(CC(=O)O)CC(=O)O (N-Benzyliminodiacetic acid), C1=CN(C=N1)C(=O)N2C=CN=C2 (CDI), NC=1C=C2C=CNC2=CC1 (5-aminoindole). Run in C1CCOC1 (THF). Yields the product C(C1=CC=CC=C1)N1CC(N(C(C1)=O)C=1C=C2C=CNC2=CC1)=O (4-benzyl-1-(1H-indol-5-yl)piperazine-2,6-dione). Reaction SMILES: [CH2:1]([N:8]([CH2:13][C:14]([OH:16])=O)[CH2:9][C:10]([OH:12])=O)[C:2]1[CH:7]=[CH:6][CH:5]=[CH:4][CH:3]=1.C1N=CN(C(N2C=NC=C2)=O)C=1.[NH2:29][C:30]1[CH:31]=[C:32]2[C:36](=[CH:37][CH:38]=1)[NH:35][CH:34]=[CH:33]2>C1COCC1>[CH2:1]([N:8]1[CH2:9][C:10](=[O:12])[N:29]([C:30]2[CH:31]=[C:32]3[C:36](=[CH:37][CH:38]=2)[NH:35][CH:34]=[CH:33]3)[C:14](=[O:16])[CH2:13]1)[C:2]1[CH:3]=[CH:4][CH:5]=[CH:6][CH:7]=1. Procedure: N-Benzyliminodiacetic acid was reacted with CDI and 5-aminoindole in THF to obtain 4-benzyl-1-(1H-indol-5-yl)piperazine-2,6-dione, which was then reacted with lithium aluminum hydride in THF. Conc. hydrochloric acid and palladium hydroxide were added to an ethanol solution of thus obtained compound and the whole was reacted under a hydrogen atmosphere of 3 atm for 65 hours to obtain an objective compound. Reactants: C(#N)C=1C=C(C=CC1OCC(C)C)B(O)O ((3-cyano-4-isobutoxyphenyl)boronic acid), BrC=1C(=C(SC1Br)C(=O)OC)F (methyl 4,5-dibromo-3-fluorothiophene-2-carboxylate). Yields the product BrC=1C(=C(SC1C1=CC(=C(C=C1)OCC(C)C)C#N)C(=O)OC)F (methyl 4-bromo-5-(3-cyano-4-isobutoxyphenyl)-3-fluorothiophene-2-carboxylate). Reaction SMILES: [C:1]([C:3]1[CH:4]=[C:5](B(O)O)[CH:6]=[CH:7][C:8]=1[O:9][CH2:10][CH:11]([CH3:13])[CH3:12])#[N:2].[Br:17][C:18]1[C:19]([F:28])=[C:20]([C:24]([O:26][CH3:27])=[O:25])[S:21][C:22]=1Br>>[Br:17][C:18]1[C:19]([F:28])=[C:20]([C:24]([O:26][CH3:27])=[O:25])[S:21][C:22]=1[C:5]1[CH:6]=[CH:7][C:8]([O:9][CH2:10][CH:11]([CH3:13])[CH3:12])=[C:3]([C:1]#[N:2])[CH:4]=1. Procedure details: Using (3-cyano-4-isobutoxyphenyl)boronic acid and methyl 4,5-dibromo-3-fluorothiophene-2-carboxylate, methyl 4-bromo-5-(3-cyano-4-isobutoxyphenyl)-3-fluorothiophene-2-carboxylate was obtained in accordance with the method of Preparation Example 1(1). To an ethanol (60 ml) suspension of 1.75 g of the compound was added 1.00 g of 10% palladium-carbon, followed by stirring at room temperature for 4 hours under a hydrogen atmosphere at normal pressure. After insoluble matter was removed by filtratio... Starting materials: O=c1cc(OS(=O)(=O)C(F)(F)F)c2ccc(Br)cc2o1, C=C(OCC)[Sn](CCCC)(CCCC)CCCC, [Cl-], [Li+], C1COCCO1. The product is C=C(OCC)c1cc(=O)oc2cc(Br)ccc12. RXN SMILES: [Br:1][c:2]1[cH:3][cH:4][c:5]2[c:6]([O:13][S:14]([C:15]([F:16])([F:17])[F:18])(=[O:19])=[O:20])[cH:7][c:8](=[O:12])[o:9][c:10]2[cH:11]1.[CH2:21]([Sn:22]([CH2:23][CH2:24][CH2:25][CH3:31])([C:26](=[CH2:27])[O:28][CH2:29][CH3:30])[CH2:32][CH2:33][CH2:34][CH3:35])[CH2:36][CH2:37][CH3:38].[Cl-:39].[Li+:40].[O:41]1[CH2:42][CH2:43][O:44][CH2:45][CH2:46]1>>[Br:1][c:2]1[cH:3][cH:4][c:5]2[c:6]([C:26](=[CH2:27])[O:28][CH2:29][CH3:30])[cH:7][c:8](=[O:12])[o:9][c:10]2[cH:11]1.